From a dataset of the Open Reaction Database (ORD), a public repository of structured organic reaction records. describe an organic reaction: reactants, conditions, products, and yield The reactants are CC1(C)OC(=O)C(=CC(=O)Cl)O1, CCN(C(C)C)C(C)C, ClCCl, CNCc1ccc(F)cc1SC. Yields the product CSc1cc(F)ccc1CN(C)C(=O)C=C1OC(C)(C)OC1=O. As a reaction SMILES: [CH3:22][C:23]1([CH3:33])[O:24][C:25](=[O:32])[C:26](=[CH:28][C:29](=[O:30])[Cl:31])[O:27]1.[CH:13]([N:14]([CH:15]([CH3:16])[CH3:17])[CH2:18][CH3:19])([CH3:20])[CH3:21].[Cl:34][CH2:35][Cl:36].[F:1][c:2]1[cH:3][c:4]([S:11][CH3:12])[c:5]([CH2:6][NH:7][CH3:8])[cH:9][cH:10]1>>[F:1][c:2]1[cH:3][c:4]([S:11][CH3:12])[c:5]([CH2:6][N:7]([CH3:8])[C:29]([CH:28]=[C:26]2[C:25](=[O:32])[O:24][C:23]([CH3:22])([CH3:33])[O:27]2)=[O:30])[cH:9][cH:10]1. Starting materials: C1(CCCCC1)NC=1N(N=C2C=CC=CC12)C1=CC=CC=C1 (cyclohexyl-(2-phenyl-2H-indazol-3-yl)-amine), COC(C1=CC(=C(C=C1)N=C=O)C)=O (3-methyl-4-isocyanato-benzoic acid methyl ester). Solvent: C1(=CC=CC=C1)C (toluene). Yields the product COC(C1=CC(=C(C=C1)NC(=O)N(C=1N(N=C2C=CC=CC12)C1=CC=CC=C1)C1CCCCC1)C)=O (4-[3-Cyclohexyl-3-(2-phenyl-2H-indazol-3-yl)-ureido]-3-methyl-benzoic acid methyl ester). As a reaction SMILES: [CH:1]1([NH:7][C:8]2[N:9]([C:17]3[CH:22]=[CH:21][CH:20]=[CH:19][CH:18]=3)[N:10]=[C:11]3[C:16]=2[CH:15]=[CH:14][CH:13]=[CH:12]3)[CH2:6][CH2:5][CH2:4][CH2:3][CH2:2]1.[CH3:23][O:24][C:25](=[O:36])[C:26]1[CH:31]=[CH:30][C:29]([N:32]=[C:33]=[O:34])=[C:28]([CH3:35])[CH:27]=1>C1(C)C=CC=CC=1>[CH3:23][O:24][C:25](=[O:36])[C:26]1[CH:31]=[CH:30][C:29]([NH:32][C:33]([N:7]([CH:1]2[CH2:6][CH2:5][CH2:4][CH2:3][CH2:2]2)[C:8]2[N:9]([C:17]3[CH:18]=[CH:19][CH:20]=[CH:21][CH:22]=3)[N:10]=[C:11]3[C:16]=2[CH:15]=[CH:14][CH:13]=[CH:12]3)=[O:34])=[C:28]([CH3:35])[CH:27]=1. Procedure details: In analogy to the procedure described in example 1.2, cyclohexyl-(2-phenyl-2H-indazol-3-yl)-amine (example 1.1) was reacted with 3-methyl-4-isocyanato-benzoic acid methyl ester in toluene for 4 d under reflux conditions to give the title compound as white solid. MS: m/e=483.4 [M+H+]. The reactants are C(C1=CC=CC=C1)OC1=C(OC2=C(C=C(C=C2)O)F)C=CC(=C1)CC (4-[2-(benzyloxy)-4-ethylphenoxy]-3-fluorophenol), C([O-])([O-])=O.[K+].[K+] (potassium carbonate), [Na+].[I-] (NaI), BrC(C(=O)OCC)CC (ethyl bromobutyrate), [OH-].C(CCC)[N+](CCCC)(CCCC)CCCC (tetrabutylammonium hydroxide), [NH4+].[Cl-] (NH4Cl). Run in CC(=O)C (acetone), O (Water). Run at temperature 60 celsius, time 14 hour. Yields the product C(C)OC(CCCOC1=CC(=C(C=C1)OC1=C(C=C(C=C1)CC)OCC1=CC=CC=C1)F)=O (4-[4-(2-Benzyloxy-4-ethyl-phenoxy)-3-fluoro-phenoxy]-butyric acid ethyl ester). Yield: 73.3%. RXN SMILES: [CH2:1]([O:8][C:9]1[CH:23]=[C:22]([CH2:24][CH3:25])[CH:21]=[CH:20][C:10]=1[O:11][C:12]1[CH:17]=[CH:16][C:15]([OH:18])=[CH:14][C:13]=1[F:19])[C:2]1[CH:7]=[CH:6][CH:5]=[CH:4][CH:3]=1.C(=O)([O-])[O-].[K+].[K+].[Na+].[I-].Br[CH:35]([CH2:41][CH3:42])[C:36]([O:38][CH2:39][CH3:40])=[O:37].[OH-].C([N+](CCCC)(CCCC)CCCC)CCC.[NH4+].[Cl-]>CC(C)=O.O>[CH2:39]([O:38][C:36](=[O:37])[CH2:35][CH2:41][CH2:42][O:18][C:15]1[CH:16]=[CH:17][C:12]([O:11][C:10]2[CH:20]=[CH:21][C:22]([CH2:24][CH3:25])=[CH:23][C:9]=2[O:8][CH2:1][C:2]2[CH:3]=[CH:4][CH:5]=[CH:6][CH:7]=2)=[C:13]([F:19])[CH:14]=1)[CH3:40] |f:1.2.3,4.5,7.8,9.10|. Procedure: To a solution of 4-[2-(benzyloxy)-4-ethylphenoxy]-3-fluorophenol (0.30 mmol; 100 mg) in dry acetone (2 mL), under argon, were added potassium carbonate (0.35 mmol; 49 mg), NaI (0.06 mmol; 9 mg) and ethyl bromobutyrate (0.35 mmol; 51 μL). The reaction was stirred 14 hours at 60° C. Water (100 μL) and tetrabutylammonium hydroxide (0.03 mmol; 8 mg) were added and the mixture was stirred 16 hours at 60° C. The reaction was hydrolysed with NH4Cl sat. (5 mL) and extracted with ethyl acetate (3*3 mL). ...